This data is from the Open Reaction Database (ORD), a public repository of structured organic reaction records. The task is: describe an organic reaction: reactants, conditions, products, and yield Reactants: N1C(C2(C3=CC=CC=C13)COC1=CC3=C(OCCO3)C=C12)=O (2,3-dihydrospiro[furo[2,3-g][1,4]benzodioxine-8,3′-indol]-2′(1′H)-one), BrCCCCC (1-bromopentane), N1C([C@]2(C3=CC=CC=C13)COC1=CC3=C(OCCO3)C=C12)=O ((S)-2,3-dihydrospiro[furo[2,3-g][1,4]benzodioxine-8,3′-indol]-2′(1′H)-one), ClCC1=NC=C(C=C1)C(F)(F)F (2-(chloromethyl)-5-(trifluoromethyl)pyridine). Reaction SMILES: [NH:1]1[C:9]2[C:4](=[CH:5][CH:6]=[CH:7][CH:8]=2)[C:3]2([C:21]3[C:12](=[CH:13][C:14]4OC[CH2:17][O:16][C:15]=4[CH:20]=3)[O:11][CH2:10]2)[C:2]1=[O:22].N1C2C(=CC=CC=2)[C@@]2(C3C(=CC4OCCOC=4C=3)[O:33][CH2:32]2)C1=O.Cl[CH2:46][C:47]1[CH:52]=[CH:51][C:50]([C:53]([F:56])([F:55])[F:54])=[CH:49][N:48]=1.BrCCCCC>>[F:54][C:53]([F:56])([F:55])[C:50]1[CH:51]=[CH:52][C:47]([CH2:46][N:1]2[C:9]3[C:4](=[CH:5][CH:6]=[CH:7][CH:8]=3)[C:3]3([C:21]4[C:12](=[CH:13][C:14]5[CH2:32][O:33][CH2:17][O:16][C:15]=5[CH:20]=4)[O:11][CH2:10]3)[C:2]2=[O:22])=[N:48][CH:49]=1. Reported procedure: Following the procedure as described in EXAMPLE 7.3 and making non-critical variations using 2,3-dihydrospiro[furo[2,3-g][1,4]benzodioxine-8,3′-indol]-2′(1′H)-one to replace (S)-2,3-dihydrospiro[furo[2,3-g][1,4]benzodioxine-8,3′-indol]-2′(1′H)-one, and 2-(chloromethyl)-5-(trifluoromethyl)pyridine to replace 1-bromopentane, 1′-{[5-(trifluoromethyl)pyridin-2-yl]methyl}-2,3-dihydrospiro[furo[2,3-g][1,3]benzodioxine-8,3′-indol]-2′(1′H)-one was obtained (53%) as a colorless solid: 1H NMR (300 MHz, CD... Yields the product FC(C=1C=CC(=NC1)CN1C(C2(C3=CC=CC=C13)COC1=CC3=C(OCOC3)C=C12)=O)(F)F (1′-{[5-(trifluoromethyl)pyridin-2-yl]methyl}-2,3-dihydrospiro[furo[2,3-g][1,3]benzodioxine-8,3′-indol]-2′(1′H)-one). Reactants: N(C(=S)N)CCCNC(OC(C)(C)C)=O (tert-Butyl 3-thioureidopropylcarbamate), BrC(C=O)C=O (2-bromomalonaldehyde), C(C)(=O)[O-].[Na+] (sodium acetate). Solvent: C1CCOC1 (THF), C(C)(=O)O (acetic acid). Reaction conditions: time 18 hour. Yields the product C(=O)C1=CN=C(S1)NCCCNC(OC(C)(C)C)=O (tert-Butyl 3-(5-formylthiazol-2-ylamino)propylcarbamate). Yield: 33.0%. RXN SMILES: [NH:1]([CH2:5][CH2:6][CH2:7][NH:8][C:9](=[O:15])[O:10][C:11]([CH3:14])([CH3:13])[CH3:12])[C:2]([NH2:4])=[S:3].C([O-])(=O)C.[Na+].Br[CH:22]([CH:25]=O)[CH:23]=[O:24]>C1COCC1.C(O)(=O)C>[CH:23]([C:22]1[S:3][C:2]([NH:1][CH2:5][CH2:6][CH2:7][NH:8][C:9](=[O:15])[O:10][C:11]([CH3:12])([CH3:14])[CH3:13])=[N:4][CH:25]=1)=[O:24] |f:1.2|. Reported procedure: To a solution of material from Example 59 (3.4 g, 10.20 mmol) in a mixture of THF (30 mL) and acetic acid (5.00 mL) is added sodium acetate (1.004 g, 12.24 mmol) followed by 2-bromomalonaldehyde (1.540 g, 10.20 mmol). The resulting mixture is stirred at room temp for 18 h, then filtered thru a ground glass frit and the filtrate is concentrated in vacuo. The resulting residue treated with EtOAc, filtered thru a ground glass frit and the filtrate is extracted with sodium bicarbonate, water, brine,... Starting materials: NC1=C(C(=NS1)CC)Cl (5-Amino-4-chloro-3-ethylisothiazole), C[O-].[Na+] (sodium methoxide), CC(CC=1SC2=C(N1)C=C(C=C2)C(C(=O)OC)C)C (methyl 2-[2-(2-methylpropyl)benzothiazol-5-yl]propionate). The solvent is O1CCCC1 (tetrahydrofuran), O1CCCC1 (tetrahydrofuran), [Cl-].[NH4+] (ammonium chloride). Conditions: time 25 minute. Product: ClC=1C(=NSC1NC(C(C)C=1C=CC2=C(N=C(S2)CC(C)C)C1)=O)CC (N-(4-chloro-3-ethylisothiazol-5-yl)-2-[2-(2-methylpropyl)benzothiazol-5-yl]propionamide). Isolated yield 65.0%. RXN SMILES: [NH2:1][C:2]1[S:6][N:5]=[C:4]([CH2:7][CH3:8])[C:3]=1[Cl:9].C[O-].[Na+].[CH3:13][CH:14]([CH3:31])[CH2:15][C:16]1[S:17][C:18]2[CH:24]=[CH:23][C:22]([CH:25]([CH3:30])[C:26](OC)=[O:27])=[CH:21][C:19]=2[N:20]=1>O1CCCC1.[Cl-].[NH4+]>[Cl:9][C:3]1[C:4]([CH2:7][CH3:8])=[N:5][S:6][C:2]=1[NH:1][C:26](=[O:27])[CH:25]([C:22]1[CH:23]=[CH:24][C:18]2[S:17][C:16]([CH2:15][CH:14]([CH3:13])[CH3:31])=[N:20][C:19]=2[CH:21]=1)[CH3:30] |f:1.2,5.6|. Reported procedure: 5-Amino-4-chloro-3-ethylisothiazole (0.81 g, 0.005 mol) was added to a suspension of sodium methoxide (0.56 g, 0.010 mol) in tetrahydrofuran (5 ml) and the mixture stirred at room temperature for 25 minutes. A solution of methyl 2-[2-(2-methylpropyl)benzothiazol-5-yl]propionate (1.15 g, 0.004 mol) in tetrahydrofuran (4 ml) was added dropwise and the mixture stirred at room temperature for 1½ hours. The mixture was diluted with saturated aqueous ammonium chloride solution and extracted with dichl... Procedure details: A stirred suspension of 10 g (0.032 mol) of 8-chloro-3,4-dihydro-4-(dimethylaminomethylene)-1-phenyl-5H-2-benzazepin-5-one and 8.5 g (0.047 mol) of guanidine carbonate in 250 ml of methanol was treated at room temperature, under argon, with 5.1 g (0.094 mol) of sodium methylate in one portion. Methylene chloride (150 ml) was added after 10 min and stirring was continued. The same quantities of sodium methylate and guanidine carbonate were added two more times at 2 hr intervals and stirring was c... Reaction conditions: time 8 hour. As a reaction SMILES: [Cl:1][C:2]1[CH:23]=[CH:22][C:5]2[C:6](=O)[C:7](=[CH:17]N(C)C)[CH2:8][N:9]=[C:10]([C:11]3[CH:16]=[CH:15][CH:14]=[CH:13][CH:12]=3)[C:4]=2[CH:3]=1.C(=O)(O)O.[NH2:28][C:29]([NH2:31])=[NH:30].C[O-].[Na+]>CO.C(Cl)Cl>[NH2:30][C:29]1[N:31]=[CH:17][C:7]2[CH2:8][N:9]=[C:10]([C:11]3[CH:16]=[CH:15][CH:14]=[CH:13][CH:12]=3)[C:4]3[CH:3]=[C:2]([Cl:1])[CH:23]=[CH:22][C:5]=3[C:6]=2[N:28]=1 |f:1.2,3.4|. Run in C(Cl)Cl (Methylene chloride), C(Cl)Cl (methylene chloride), CO (methanol). Yields the product NC=1N=CC=2CN=C(C3=C(C2N1)C=CC(=C3)Cl)C3=CC=CC=C3 (2-Amino-9-chloro-7-phenyl-5H-pyrimido[5,4-d][2]benzazepine). The reactants are ClC1=CC2=C(C(C(CN=C2C2=CC=CC=C2)=CN(C)C)=O)C=C1 (8-chloro-3,4-dihydro-4-(dimethylaminomethylene)-1-phenyl-5H-2-benzazepin-5-one), C(O)(O)=O.NC(=N)N (guanidine carbonate), C[O-].[Na+] (sodium methylate), C[O-].[Na+] (sodium methylate), C(O)(O)=O.NC(=N)N (guanidine carbonate). Reactants: OC1=CC(N(C=C1)C=1SC(=C(N1)C)C(=O)O)=O (2-(4-hydroxy-2-oxopyridin-1(2H)-yl)-4-methylthiazole-5-carboxylic acid), FC=1C=C(C=CC1)CN ((3-fluorophenyl)methanamine). Product: FC=1C=C(CNC(=O)C2=C(N=C(S2)N2C(C=C(C=C2)O)=O)C)C=CC1 (N-(3-Fluorobenzyl)-2-(4-hydroxy-2-oxopyridin-1(2H)-yl)-4-methylthiazole-5-carboxamide). Isolated yield 44.0%. Reaction SMILES: [OH:1][C:2]1[CH:7]=[CH:6][N:5]([C:8]2[S:9][C:10]([C:14]([OH:16])=O)=[C:11]([CH3:13])[N:12]=2)[C:4](=[O:17])[CH:3]=1.[F:18][C:19]1[CH:20]=[C:21]([CH2:25][NH2:26])[CH:22]=[CH:23][CH:24]=1>>[F:18][C:19]1[CH:20]=[C:21]([CH:22]=[CH:23][CH:24]=1)[CH2:25][NH:26][C:14]([C:10]1[S:9][C:8]([N:5]2[CH:6]=[CH:7][C:2]([OH:1])=[CH:3][C:4]2=[O:17])=[N:12][C:11]=1[CH3:13])=[O:16]. Procedure details: Following the procedure as described in Example 1, making variations only as required to use 2-(4-hydroxy-2-oxopyridin-1(2H)-yl)-4-methylthiazole-5-carboxylic acid in place of 4-methyl-2-(2-oxo-4-phenylpyridin-1(2H)-yl)thiazole-5-carboxylic acid to react with (3-fluorophenyl)methanamine, the title compound was obtained as a colorless solid in 44% yield: mp 250-252° C. (ethyl acetate/hexanes); 1H NMR (300 MHz, DMSO-d6) δ 11.50 (br s, 1H), 8.78 (t, J=6.0 Hz, 1H), 8.59 (d, J=8.0 Hz, 1H), 7.39-7.30 ... Reactants: CCOC(=O)c1c(OC(C)C)c(Br)c(Br)n1-c1ccccc1, CO, [Na+], [OH-], O=C(O)C(=O)O. Product: CC(C)Oc1c(Br)c(Br)n(-c2ccccc2)c1C(=O)O. As a reaction SMILES: [Br:1][c:2]1[c:3]([O:19][CH:20]([CH3:21])[CH3:22])[c:4]([C:14](=[O:15])[O:16][CH2:17][CH3:18])[n:5](-[c:8]2[cH:9][cH:10][cH:11][cH:12][cH:13]2)[c:6]1[Br:7].[CH3:31][OH:32].[Na+:24].[OH-:23].[OH:25][C:26]([C:27](=[O:28])[OH:29])=[O:30]>>[Br:1][c:2]1[c:3]([O:19][CH:20]([CH3:21])[CH3:22])[c:4]([C:14](=[O:15])[OH:16])[n:5](-[c:8]2[cH:9][cH:10][cH:11][cH:12][cH:13]2)[c:6]1[Br:7].